Dataset: the Open Reaction Database (ORD), a public repository of structured organic reaction records. Task: describe an organic reaction: reactants, conditions, products, and yield The reactants are BrC1=CC=C(C(=N1)C)C(=O)N1CCN(CC1)C1=NC=C(C=C1C1CC1)C1CC1 ((6-bromo-2-methylpyridin-3-yl)[4-(3,5-dicyclopropylpyridin-2-yl)piperazin-1-yl]methanone), N1C(CCC1)=O (pyrrolidin-2-one). Yields the product C1(CC1)C=1C(=NC=C(C1)C1CC1)N1CCN(CC1)C(=O)C=1C=CC(=NC1C)N1C(CCC1)=O (1-{5-[4-(3,5-dicyclopropylpyridin-2-yl)piperazine-1-carbonyl]-6-methylpyridin-2-yl}pyrrolidin-2-one). The yield is 103.0%. As a reaction SMILES: Br[C:2]1[N:7]=[C:6]([CH3:8])[C:5]([C:9]([N:11]2[CH2:16][CH2:15][N:14]([C:17]3[C:22]([CH:23]4[CH2:25][CH2:24]4)=[CH:21][C:20]([CH:26]4[CH2:28][CH2:27]4)=[CH:19][N:18]=3)[CH2:13][CH2:12]2)=[O:10])=[CH:4][CH:3]=1.[NH:29]1[CH2:33][CH2:32][CH2:31][C:30]1=[O:34]>>[CH:23]1([C:22]2[C:17]([N:14]3[CH2:15][CH2:16][N:11]([C:9]([C:5]4[CH:4]=[CH:3][C:2]([N:29]5[CH2:33][CH2:32][CH2:31][C:30]5=[O:34])=[N:7][C:6]=4[CH3:8])=[O:10])[CH2:12][CH2:13]3)=[N:18][CH:19]=[C:20]([CH:26]3[CH2:28][CH2:27]3)[CH:21]=2)[CH2:25][CH2:24]1. Procedure: Using (6-bromo-2-methylpyridin-3-yl)[4-(3,5-dicyclopropylpyridin-2-yl)piperazin-1-yl]methanone (100 mg) described in Preparation Example 251 and pyrrolidin-2-one (29 mg) and by the reaction and treatment in the same manner as in Example 262, the title compound (104 mg) was obtained. The reactants are CCN1CCN(c2cc(F)c(N)c(F)c2)CC1, COc1ccc(CN(Cc2ccc(OC)cc2)c2ncc(-c3nc(N4CCOCC4)nc4c3CCN4)cn2)cc1, S=C(Cl)Cl, Nc1ccc(C(=O)N2CCOCC2)cc1, COc1ccc(CN(Cc2ccc(OC)cc2)c2ncc(-c3nc(N4CCOCC4)nc4c3CCN4C(=S)Nc3ccc(C(=O)N4CCOCC4)cc3)cn2)cc1. Yields the product Nc1ncc(-c2nc(N3CCOCC3)nc3c2CCN3C(=S)Nc2ccc(C(=O)N3CCOCC3)cc2)cn1. Reaction SMILES: [CH2:56]([N:57]1[CH2:58][CH2:59][N:60]([c:61]2[cH:62][c:63]([F:64])[c:65]([NH2:66])[c:67]([F:68])[cH:69]2)[CH2:70][CH2:71]1)[CH3:72].[CH3:1][O:2][c:3]1[cH:4][cH:5][c:6]([CH2:7][N:8]([CH2:9][c:10]2[cH:11][cH:12][c:13]([O:14][CH3:15])[cH:16][cH:17]2)[c:18]2[n:19][cH:20][c:21](-[c:22]3[c:23]4[c:27]([n:28][c:29]([N:30]5[CH2:31][CH2:32][O:33][CH2:34][CH2:35]5)[n:36]3)[NH:26][CH2:25][CH2:24]4)[cH:37][n:38]2)[cH:39][cH:40]1.[Cl:73][C:74](=[S:75])[Cl:76].[NH2:41][c:42]1[cH:43][cH:44][c:45]([C:46]([N:47]2[CH2:48][CH2:49][O:50][CH2:51][CH2:52]2)=[O:53])[cH:54][cH:55]1.[O:77]1[CH2:78][CH2:79][N:80]([C:83](=[O:84])[c:85]2[cH:86][cH:87][c:88]([NH:91][C:92](=[S:93])[N:94]3[CH2:95][CH2:96][c:97]4[c:98]3[n:99][c:100]([N:128]3[CH2:129][CH2:130][O:131][CH2:132][CH2:133]3)[n:101][c:102]4-[c:103]3[cH:104][n:105][c:106]([N:109]([CH2:110][c:111]4[cH:112][cH:113][c:114]([O:115][CH3:116])[cH:117][cH:118]4)[CH2:119][c:120]4[cH:121][cH:122][c:123]([O:124][CH3:125])[cH:126][cH:127]4)[n:107][cH:108]3)[cH:89][cH:90]2)[CH2:81][CH2:82]1>>[O:77]1[CH2:78][CH2:79][N:80]([C:83](=[O:84])[c:85]2[cH:86][cH:87][c:88]([NH:91][C:92](=[S:93])[N:94]3[CH2:95][CH2:96][c:97]4[c:98]3[n:99][c:100]([N:128]3[CH2:129][CH2:130][O:131][CH2:132][CH2:133]3)[n:101][c:102]4-[c:103]3[cH:104][n:105][c:106]([NH2:109])[n:107][cH:108]3)[cH:89][cH:90]2)[CH2:81][CH2:82]1. Starting materials: CCC(CC(CC)=O)=O (3,5-heptanedione), N(N)C1=CC=CC2=C1N(C(N2)=O)C (7-hydrazino-1-methyl-1,3-dihydro-2H-benzimidazol-2-one), C(C)(=O)O (acetic acid), C(O)([O-])=O.[Na+] (sodium hydrogen carbonate). Conditions: temperature 100 celsius, time 2 hour. The product is C(C)N1N(C=C(C1)CC)C1=CC=CC2=C1N(C(N2)=O)C (7-(2,4-Diethyl-1H-pyrazol-1-yl)-1-methyl-1,3-dihydro-2H-benzimidazol-2-one). The yield is 83.0%. RXN SMILES: [NH:1]([C:3]1[C:8]2[N:9]([CH3:13])[C:10](=[O:12])[NH:11][C:7]=2[CH:6]=[CH:5][CH:4]=1)[NH2:2].CCC(=O)[CH2:17][C:18](=O)[CH2:19][CH3:20].[C:23](=O)([O-])O.[Na+].[C:28](O)(=O)[CH3:29]>>[CH2:28]([N:2]1[CH2:17][C:18]([CH2:19][CH3:20])=[CH:23][N:1]1[C:3]1[C:8]2[N:9]([CH3:13])[C:10](=[O:12])[NH:11][C:7]=2[CH:6]=[CH:5][CH:4]=1)[CH3:29] |f:2.3|. Reported procedure: To a suspension of 211 mg (0.986 mmol) of 7-hydrazino-1-methyl-1,3-dihydro-2H-benzimidazol-2-one in 2 mL of acetic acid was added 0.13 mL (0.986 mmol) of 3,5-heptanedione, the mixture was stirred at 100° C. for 2 hours. After cooling, the reaction mixture was neutralized by saturated aqueous sodium hydrogen carbonate and extracted with ethyl acetate (X2). The combined organic layer was washed with brine (X1), dried over sodium sulfate and concentrated in vacuo. The residue was purified by silica... Reported procedure: A suspension of 1-(5-Bromo-4-fluoroindazol-1-yl)ethanone (13 mmol) in 10% HCl (40 mL) and methanol (10 mL) was heated at reflux until clear (ca. 1 h). The hot solution was filtered, cooled and pH was neutralized by the addition of NaOH solution (3N). The resultant white precipitate was collected via filtration and the solid was dried in vacuum to give 5-bromo-4-fluoro-1H-indazole. Solvent: Cl (HCl), CO (methanol). The product is BrC=1C(=C2C=NNC2=CC1)F (5-bromo-4-fluoro-1H-indazole). As a reaction SMILES: [Br:1][C:2]1[C:3]([F:14])=[C:4]2[C:8](=[CH:9][CH:10]=1)[N:7](C(=O)C)[N:6]=[CH:5]2>Cl.CO>[Br:1][C:2]1[C:3]([F:14])=[C:4]2[C:8](=[CH:9][CH:10]=1)[NH:7][N:6]=[CH:5]2. The reactants are BrC=1C(=C2C=NN(C2=CC1)C(C)=O)F (1-(5-Bromo-4-fluoroindazol-1-yl)ethanone). Reactants: CCS(=O)(=O)O, COc1cc(O)ccc1-c1nc2ncccc2[nH]1, [Cl-]. Yields the product CCS(=O)(=O)Oc1ccc(-c2nc3ncccc3[nH]2)c(OC)c1. RXN SMILES: [CH2:20]([CH3:21])[S:22](=[O:23])(=[O:24])[OH:25].[CH3:1][O:2][c:3]1[c:4](-[c:10]2[nH:11][c:12]3[c:13]([n:14][cH:15][cH:16][cH:17]3)[n:18]2)[cH:5][cH:6][c:7]([OH:9])[cH:8]1.[Cl-:19]>>[CH3:1][O:2][c:3]1[c:4](-[c:10]2[nH:11][c:12]3[c:13]([n:14][cH:15][cH:16][cH:17]3)[n:18]2)[cH:5][cH:6][c:7]([O:9][S:22]([CH2:20][CH3:21])(=[O:23])=[O:24])[cH:8]1. The reactants are O=C(c1ncc[nH]1)c1ncc[nH]1, NC1CCN(Cc2ccccc2)CC1, C1CCOC1, O=C(O)CCc1nc(-c2ccccn2)no1. Product: O=C(CCc1nc(-c2ccccn2)no1)NC1CCN(Cc2ccccc2)CC1. RXN SMILES: [C:17]([c:18]1[nH:19][cH:20][cH:21][n:22]1)([c:23]1[nH:24][cH:25][cH:26][n:27]1)=[O:28].[CH2:29]([c:30]1[cH:31][cH:32][cH:33][cH:34][cH:35]1)[N:36]1[CH2:37][CH2:38][CH:39]([NH2:42])[CH2:40][CH2:41]1.[O:43]1[CH2:44][CH2:45][CH2:46][CH2:47]1.[n:1]1[c:2](-[c:7]2[n:8][o:9][c:10]([CH2:12][CH2:13][C:14](=[O:15])[OH:16])[n:11]2)[cH:3][cH:4][cH:5][cH:6]1>>[n:1]1[c:2](-[c:7]2[n:8][o:9][c:10]([CH2:12][CH2:13][C:14](=[O:16])[NH:42][CH:39]3[CH2:38][CH2:37][N:36]([CH2:29][c:30]4[cH:31][cH:32][cH:33][cH:34][cH:35]4)[CH2:41][CH2:40]3)[n:11]2)[cH:3][cH:4][cH:5][cH:6]1. Starting materials: CC=1OC2=C(C1C)C=CC=C2C(CN(CC)CC)N(CC)CC (2,3-dimethyl-7-[1,2-di(diethylamino)ethyl]benzofuran), solution, Cl (hydrochloric acid). The solvent is C(C)(C)O (isopropanol). Product: Cl.CC=1OC2=C(C1C)C=CC=C2C(CN(CC)CC)N(CC)CC (2,3-dimethyl-7-[1,2-di(diethylamino)ethyl]benzofuran hydrochloride). The yield is 88.0%. As a reaction SMILES: [CH3:1][C:2]1[O:3][C:4]2[C:11]([CH:12]([N:19]([CH2:22][CH3:23])[CH2:20][CH3:21])[CH2:13][N:14]([CH2:17][CH3:18])[CH2:15][CH3:16])=[CH:10][CH:9]=[CH:8][C:5]=2[C:6]=1[CH3:7].[ClH:24]>C(O)(C)C>[ClH:24].[CH3:1][C:2]1[O:3][C:4]2[C:11]([CH:12]([N:19]([CH2:22][CH3:23])[CH2:20][CH3:21])[CH2:13][N:14]([CH2:17][CH3:18])[CH2:15][CH3:16])=[CH:10][CH:9]=[CH:8][C:5]=2[C:6]=1[CH3:7] |f:3.4|. Procedure: 400 mg of 2,3-dimethyl-7-[1,2-di(diethylamino)ethyl]benzofuran and 10 ml of a solution of hydrochloric acid in isopropanol are placed in a 100 ml round-bottomed flask. The salt is concentrated under vacuum and recrystallized from ethyl acetate. 400 mg (Yield: 88%) of 2,3-dimethyl-7-[1,2-di(diethylamino)ethyl]benzofuran hydrochloride are obtained. M.p.=183° C. The reactants are BrCC(=O)OCC (ethyl bromoacetate), C(C1=CC=CC=C1)N1CCC(CC1)O (N-benzyl-4-hydroxy-piperidine), [H-].[Na+] (sodium hydride), [H][H] (hydrogen). The solvent is O1CCCC1 (tetrahydrofuran), O1CCCC1 (tetrahydrofuran). Product: C(C1=CC=CC=C1)N1CCC(CC1)OCC(=O)OCC (N-Benzyl-4-(carbethoxymethoxy)-piperidine). Reaction SMILES: [CH2:1]([N:8]1[CH2:13][CH2:12][CH:11]([OH:14])[CH2:10][CH2:9]1)[C:2]1[CH:7]=[CH:6][CH:5]=[CH:4][CH:3]=1.[H-].[Na+].[H][H].Br[CH2:20][C:21]([O:23][CH2:24][CH3:25])=[O:22]>O1CCCC1>[CH2:1]([N:8]1[CH2:13][CH2:12][CH:11]([O:14][CH2:20][C:21]([O:23][CH2:24][CH3:25])=[O:22])[CH2:10][CH2:9]1)[C:2]1[CH:3]=[CH:4][CH:5]=[CH:6][CH:7]=1 |f:1.2|. Procedure: To a solution of N-benzyl-4-hydroxy-piperidine (19.2 g) in dry tetrahydrofuran (100 ml), sodium hydride (2.4 g, 0.1 mole) was added and the mixture was refluxed until evolution of hydrogen ceased (1 hour). A solution of ethyl bromoacetate (18.4 g) in dry tetrahydrofuran (20 ml) was added and the mixture was refluxed for 3 hours. After standing over night, the solvent was removed in vacuo and the residue was extracted with light petroleum. The extract was concentrated to a sirup which was distill... The reactants are nitro, C(C)(=O)OC1=C(C=O)C=CC=C1OC (2-Acetoxy-3-methoxybenzaldehyde), S(O)(O)(=O)=O (sulphuric acid), [N+](=O)(O)[O-] (nitric acid), ice water. Conditions: temperature -15 celsius, time 40 minute. Product: C(C)(=O)OC1=C(C=O)C=CC(=C1OC)[N+](=O)[O-] (2-Acetoxy-3-methoxy-4-nitrobenzaldehyde). RXN SMILES: [C:1]([O:4][C:5]1[C:12]([O:13][CH3:14])=[CH:11][CH:10]=[CH:9][C:6]=1[CH:7]=[O:8])(=[O:3])[CH3:2].S(=O)(=O)(O)O.[N+:20]([O-])([OH:22])=[O:21]>>[C:1]([O:4][C:5]1[C:12]([O:13][CH3:14])=[C:11]([N+:20]([O-:22])=[O:21])[CH:10]=[CH:9][C:6]=1[CH:7]=[O:8])(=[O:3])[CH3:2]. Procedure: 42 (42.0 g, 0.22 mol) was added portionwise as a finely ground powder over 1 h to a solution of concentrated sulphuric acid (28 mL) in 100% nitric acid (140 mL) at −20° C. During the addition, the reaction temperature was maintained at around −15° C. The reaction mixture was stirred at −5° C. for a further 40 min, then poured into to ice/water (1 L) and extracted rapidly with toluene (2×). The organic phase was washed successively with 0.25 M NaHCO3 aq. water and brine, dried (Na2SO4) and evapor... Starting materials: COC(=O)c1nc(Br)n(CC=C(C)C)c1C(=O)OC, CC(C)C[AlH]CC(C)C, Cl, C1CCOC1, O. The product is COC(=O)c1c(C=O)nc(Br)n1CC=C(C)C. Reaction SMILES: [Br:10][c:11]1[n:12]([CH2:24][CH:25]=[C:26]([CH3:27])[CH3:28])[c:13]([C:20](=[O:21])[O:22][CH3:23])[c:14]([C:16](=[O:17])[O:18][CH3:19])[n:15]1.[CH3:1][CH:2]([CH2:3][AlH:4][CH2:5][CH:6]([CH3:7])[CH3:8])[CH3:9].[ClH:29].[O:31]1[CH2:32][CH2:33][CH2:34][CH2:35]1.[OH2:30]>>[Br:10][c:11]1[n:12]([CH2:24][CH:25]=[C:26]([CH3:27])[CH3:28])[c:13]([C:20](=[O:21])[O:22][CH3:23])[c:14]([CH:16]=[O:17])[n:15]1.